This data is from the Open Reaction Database (ORD), a public repository of structured organic reaction records. The task is: describe an organic reaction: reactants, conditions, products, and yield Reactants: [C-]#N, CN(C)C=O, CCO, [Cl-], ClCCl, CC(=O)c1ccc(N)c(Br)c1, O. Yields the product CC(=O)c1ccc(N)c(C#N)c1. As a reaction SMILES: [C-:12]#[N:13].[CH3:14][N:15]([CH3:16])[CH:17]=[O:18].[CH3:20][CH2:21][OH:22].[Cl-:19].[Cl:23][CH2:24][Cl:25].[NH2:1][c:2]1[c:3]([Br:11])[cH:4][c:5]([C:8]([CH3:9])=[O:10])[cH:6][cH:7]1.[OH2:26]>>[NH2:1][c:2]1[c:3]([C:14]#[N:15])[cH:4][c:5]([C:8]([CH3:9])=[O:10])[cH:6][cH:7]1. Starting materials: CC1=CC=C(C(N1CC(=O)O)=O)NS(=O)(=O)CC1=CC=C(C=C1)C(F)(F)F (2-[6-methyl-2-oxo-3-({[4 (trifluoromethyl)benzyl]sulfonyl}amino)-1(2H)-pyridinyl]acetic acid), Cl.Cl.N=1NC=C2CC(CCC12)CN (4,5,6,7-tetrahydro-2H-indazol-5-y-lmethanamine dihydrochloride). Product: CC1=CC=C(C(N1CC(=O)NCC1CC2=CNN=C2CC1)=O)NS(=O)(=O)CC1=CC=C(C=C1)C(F)(F)F ((±)-2-[6-methyl-2-oxo-3-({[4-(trifluoromethyl)benzyl]sulfonyl}amino)-1(2H)pyridinyl]-N-(4,5,6,7-tetrahydro-2H-indazol-5 -ylmethyl)acetamide). RXN SMILES: [CH3:1][C:2]1[N:7]([CH2:8][C:9](O)=[O:10])[C:6](=[O:12])[C:5]([NH:13][S:14]([CH2:17][C:18]2[CH:23]=[CH:22][C:21]([C:24]([F:27])([F:26])[F:25])=[CH:20][CH:19]=2)(=[O:16])=[O:15])=[CH:4][CH:3]=1.Cl.Cl.[N:30]1[NH:31][CH:32]=[C:33]2[C:38]=1[CH2:37][CH2:36][CH:35]([CH2:39][NH2:40])[CH2:34]2>>[CH3:1][C:2]1[N:7]([CH2:8][C:9]([NH:40][CH2:39][CH:35]2[CH2:36][CH2:37][C:38]3[C:33](=[CH:32][NH:31][N:30]=3)[CH2:34]2)=[O:10])[C:6](=[O:12])[C:5]([NH:13][S:14]([CH2:17][C:18]2[CH:19]=[CH:20][C:21]([C:24]([F:26])([F:25])[F:27])=[CH:22][CH:23]=2)(=[O:15])=[O:16])=[CH:4][CH:3]=1 |f:1.2.3|. Procedure: The title compound was prepared from 2-[6-methyl-2-oxo-3-({[4 (trifluoromethyl)benzyl]sulfonyl}amino)-1(2H)-pyridinyl]acetic acid and 4,5,6,7-tetrahydro-2H-indazol-5-y-lmethanamine dihydrochloride using the procedure of EXAMPLE 1 (STEP 6), and was obtained as a white solid compound. Starting materials: CC(C)CC(NC(=O)c1cc(COc2ccccc2)ccc1CCC(=O)O)c1ccc(F)cc1, C1CCOC1, O. The product is CC(C)CC(NC(=O)c1cc(COc2ccccc2)ccc1CCCO)c1ccc(F)cc1. As a reaction SMILES: [CH3:1][CH:2]([CH2:3][CH:4]([c:5]1[cH:6][cH:7][c:8]([F:11])[cH:9][cH:10]1)[NH:12][C:13](=[O:14])[c:15]1[c:16]([CH2:29][CH2:30][C:31](=[O:32])[OH:33])[cH:17][cH:18][c:19]([CH2:21][O:22][c:23]2[cH:24][cH:25][cH:26][cH:27][cH:28]2)[cH:20]1)[CH3:34].[O:36]1[CH2:37][CH2:38][CH2:39][CH2:40]1.[OH2:35]>>[CH3:1][CH:2]([CH2:3][CH:4]([c:5]1[cH:6][cH:7][c:8]([F:11])[cH:9][cH:10]1)[NH:12][C:13](=[O:14])[c:15]1[c:16]([CH2:29][CH2:30][CH2:31][OH:32])[cH:17][cH:18][c:19]([CH2:21][O:22][c:23]2[cH:24][cH:25][cH:26][cH:27][cH:28]2)[cH:20]1)[CH3:34]. Yields the product COc1ccc(CO)cc1S(=O)(=O)N(C)C. The reactants are [BH4-], C1CCOC1, COc1ccc(C=O)cc1S(=O)(=O)N(C)C, [Na+]. Reaction SMILES: [BH4-:17].[CH2:19]1[O:20][CH2:21][CH2:22][CH2:23]1.[CH3:1][N:2]([S:3](=[O:4])(=[O:5])[c:6]1[cH:7][c:8]([CH:9]=[O:10])[cH:11][cH:12][c:13]1[O:14][CH3:15])[CH3:16].[Na+:18]>>[CH3:1][N:2]([S:3](=[O:4])(=[O:5])[c:6]1[cH:7][c:8]([CH2:9][OH:10])[cH:11][cH:12][c:13]1[O:14][CH3:15])[CH3:16].